Dataset: the Open Reaction Database (ORD), a public repository of structured organic reaction records. Task: describe an organic reaction: reactants, conditions, products, and yield Starting materials: CC1(O)OC(COCc2ccccc2)C(OCc2ccccc2)C(OCc2ccccc2)C1OCc1ccccc1, CO, CC(=O)O, ClC(Cl)Cl, O=S(=O)(O)O. The product is OC1OC(COCc2ccccc2)C(OCc2ccccc2)C(OCc2ccccc2)C1OCc1ccccc1. RXN SMILES: [CH3:1][C:2]1([OH:3])[CH:4]([O:5][CH2:6][c:7]2[cH:8][cH:9][cH:10][cH:11][cH:12]2)[CH:13]([O:14][CH2:15][c:16]2[cH:17][cH:18][cH:19][cH:20][cH:21]2)[CH:22]([O:23][CH2:24][c:25]2[cH:26][cH:27][cH:28][cH:29][cH:30]2)[CH:31]([CH2:33][O:34][CH2:35][c:36]2[cH:37][cH:38][cH:39][cH:40][cH:41]2)[O:32]1.[CH3:47][OH:48].[CH3:53][C:54](=[O:55])[OH:56].[CH:49]([Cl:50])([Cl:51])[Cl:52].[S:42](=[O:43])(=[O:44])([OH:45])[OH:46]>>[CH:2]1([OH:3])[CH:4]([O:5][CH2:6][c:7]2[cH:8][cH:9][cH:10][cH:11][cH:12]2)[CH:13]([O:14][CH2:15][c:16]2[cH:17][cH:18][cH:19][cH:20][cH:21]2)[CH:22]([O:23][CH2:24][c:25]2[cH:26][cH:27][cH:28][cH:29][cH:30]2)[CH:31]([CH2:33][O:34][CH2:35][c:36]2[cH:37][cH:38][cH:39][cH:40][cH:41]2)[O:32]1. Reactants: O=[N+]([O-])c1cc(Br)ccc1F, O=C([O-])O, Cc1ccccc1, Nc1cccc(B(O)O)c1, [Na+], O, c1ccc(P(c2ccccc2)(c2ccccc2)[Pd](P(c2ccccc2)(c2ccccc2)c2ccccc2)(P(c2ccccc2)(c2ccccc2)c2ccccc2)P(c2ccccc2)(c2ccccc2)c2ccccc2)cc1. Product: Nc1cccc(-c2ccc(F)c([N+](=O)[O-])c2)c1. RXN SMILES: [Br:11][c:12]1[cH:13][cH:14][c:15]([F:21])[c:16]([N+:18](=[O:19])[O-:20])[cH:17]1.[C:22](=[O:23])([OH:24])[O-:25].[CH3:28][c:29]1[cH:30][cH:31][cH:32][cH:33][cH:34]1.[NH2:1][c:2]1[cH:3][c:4]([B:8]([OH:9])[OH:10])[cH:5][cH:6][cH:7]1.[Na+:26].[OH2:27].[cH:35]1[cH:36][cH:37][c:38]([P:39]([Pd:40]([P:41]([c:42]2[cH:43][cH:44][cH:45][cH:46][cH:47]2)([c:48]2[cH:49][cH:50][cH:51][cH:52][cH:53]2)[c:54]2[cH:55][cH:56][cH:57][cH:58][cH:59]2)([P:60]([c:61]2[cH:62][cH:63][cH:64][cH:65][cH:66]2)([c:67]2[cH:68][cH:69][cH:70][cH:71][cH:72]2)[c:73]2[cH:74][cH:75][cH:76][cH:77][cH:78]2)[P:79]([c:80]2[cH:81][cH:82][cH:83][cH:84][cH:85]2)([c:86]2[cH:87][cH:88][cH:89][cH:90][cH:91]2)[c:92]2[cH:93][cH:94][cH:95][cH:96][cH:97]2)([c:98]2[cH:99][cH:100][cH:101][cH:102][cH:103]2)[c:104]2[cH:105][cH:106][cH:107][cH:108][cH:109]2)[cH:110][cH:111]1>>[NH2:1][c:2]1[cH:3][c:4](-[c:12]2[cH:13][cH:14][c:15]([F:21])[c:16]([N+:18](=[O:19])[O-:20])[cH:17]2)[cH:5][cH:6][cH:7]1. The reactants are ( C ), P(Cl)(Cl)(Cl)(Cl)Cl (phosphorus pentachloride), N1C(CCCCC2=C1C=CC=C2)=O (3,4,5,6-tetrahydro-1-benzazocin-2(1H)-one), II (iodine), BrBr (bromine). The solvent is C(Cl)(Cl)Cl (chloroform). The product is BrC1C(NC2=C(CCC1)C=CC=C2)=O (3-bromo-3,4,5,6-tetrahydro-1-benzazocin-2(1H)-one). Reaction SMILES: [NH:1]1[C:8]2[CH:9]=[CH:10][CH:11]=[CH:12][C:7]=2[CH2:6][CH2:5][CH2:4][CH2:3][C:2]1=[O:13].P(Cl)(Cl)(Cl)(Cl)Cl.II.[Br:22]Br>C(Cl)(Cl)Cl>[Br:22][CH:3]1[CH2:4][CH2:5][CH2:6][C:7]2[CH:12]=[CH:11][CH:10]=[CH:9][C:8]=2[NH:1][C:2]1=[O:13]. Procedure: To a solution of 4.7 g of 3,4,5,6-tetrahydro-1-benzazocin-2(1H)-one, J. Chem. Soc. (C), 2176 (1969) in chloroform (75 ml), phosphorus pentachloride (5.9 g) is added in portions, while maintaining the temperature at 0°-5° C. When addition is complete, iodine (60 mg) is added, followed by bromine (4.5 g), which is added dropwise over five minutes. The mixture is then refluxed for 4 hours. The chloroform solution is evaporated and the residue partitioned between ice/water (60 ml) and dichloromethan... The reactants are CC=1C=C(C=CC1OC)C1=C(C2=C(S1)C=C(C=C2)OC)C(=O)C2=CC=C(C=C2)OCCN2CCCCC2 ([2-(3-Methyl-4-methoxyphenyl)-6-methoxybenzo[b]thien-3-yl][4-[2-(1-piperidinyl)ethoxy]phenyl]methanone), C(C)S (ethanethiol), [Cl-].[Al+3].[Cl-].[Cl-] (aluminum chloride). Run in C(Cl)Cl (CH2Cl2). Yields the product CC=1C=C(C=CC1O)C1=C(C2=C(S1)C=C(C=C2)O)C(=O)C2=CC=C(C=C2)OCCN2CCCCC2 ([2-(3-Methyl-4-hydroxyphenyl)-6-hydroxybenzo[b]thien-3-yl][4-[2-(1-piperidinyl)ethoxy]phenyl]methanone). The yield is 63.8%. RXN SMILES: [CH3:1][C:2]1[CH:3]=[C:4]([C:10]2[S:14][C:13]3[CH:15]=[C:16]([O:19]C)[CH:17]=[CH:18][C:12]=3[C:11]=2[C:21]([C:23]2[CH:28]=[CH:27][C:26]([O:29][CH2:30][CH2:31][N:32]3[CH2:37][CH2:36][CH2:35][CH2:34][CH2:33]3)=[CH:25][CH:24]=2)=[O:22])[CH:5]=[CH:6][C:7]=1[O:8]C.C(S)C.[Cl-].[Al+3].[Cl-].[Cl-]>C(Cl)Cl>[CH3:1][C:2]1[CH:3]=[C:4]([C:10]2[S:14][C:13]3[CH:15]=[C:16]([OH:19])[CH:17]=[CH:18][C:12]=3[C:11]=2[C:21]([C:23]2[CH:28]=[CH:27][C:26]([O:29][CH2:30][CH2:31][N:32]3[CH2:37][CH2:36][CH2:35][CH2:34][CH2:33]3)=[CH:25][CH:24]=2)=[O:22])[CH:5]=[CH:6][C:7]=1[OH:8] |f:2.3.4.5|. Procedure: By the method described in Example 2, the product of Example 6 (640 mg, 1.24 mmol), ethanethiol (0.45 mL, 6.18 mmol), and aluminum chloride (1.16 g, 8.70 mmol) were stirred in anhydrous CH2Cl2 (20 mL). After chromatography (silica gel, 5-10% methznol in CH2Cl2), the remnant crystallized from MeOH/CH2Cl2 to give 386 mg (64%) of the title product as a yellow solid: 1H NMR (DMSO-d6) d 1.34 (m, 2H), 1.44 (m, 4H), 2.37 (m, 4H), 2.60 (t, J=5.7 Hz, 2H), 4.05 (t, J=5.7 Hz, 2H), 6.64 (d, J=8.3 Hz, 1H), 6... The reactants are OC1=CC=C(C=C1)C1=CC=C(C=C1)C#N (4′-hydroxy-4-biphenylcarbonitrile), C([O-])([O-])=O.[K+].[K+] (potassium carbonate), BrCCOC(C)=O (2-bromoethylacetate), O (H2O), C([O-])([O-])=O.[K+].[K+] (potassium carbonate). Run in CO (MeOH), CN(C)C=O (DMF), CCOC(=O)C (EtOAc), CCOC(=O)C (EtOAc). Run at time 2 hour. Yields the product OCCOC1=CC=C(C=C1)C1=CC=C(C=C1)C#N (4′-(2-hydroxyethoxy)[1,1′-biphenyl]-4-carbonitrile). Yield: 78.0%. RXN SMILES: [OH:1][C:2]1[CH:7]=[CH:6][C:5]([C:8]2[CH:13]=[CH:12][C:11]([C:14]#[N:15])=[CH:10][CH:9]=2)=[CH:4][CH:3]=1.C(=O)([O-])[O-].[K+].[K+].Br[CH2:23][CH2:24][O:25]C(=O)C.O>CN(C=O)C.CCOC(C)=O.CO>[OH:25][CH2:24][CH2:23][O:1][C:2]1[CH:3]=[CH:4][C:5]([C:8]2[CH:13]=[CH:12][C:11]([C:14]#[N:15])=[CH:10][CH:9]=2)=[CH:6][CH:7]=1 |f:1.2.3|. Procedure: To a solution of 4′-hydroxy-4-biphenylcarbonitrile (1.014 g, 5.19 mmol) in 10 mL DMF was added potassium carbonate (2.15 g, 15.6 mmol, 3 eq.) and 2-bromoethylacetate. After two hours at 50° C., the reaction mixture was cooled to room temperature, diluted with 50 mL EtOAc, washed with H2O (3×10 mL), dried (Na2SO4), filtered, and concentrated to provide a white solid. The solid was dissolved in 20 mL MeOH and 5 mL H2O and potassium carbonate (2.15 g, 15.6 mmol) were added. After 30 minutes, the Me... Reactants: ethyl ester, C([O-])(O)=O.[Na+].CC(=O)C (acetone sodium bicarbonate), carboxylic acid, BrCCCCCCCCCCCCCCCCNC1=CC=C(C(=O)N2CSCC2C(=O)OCC)C=C1 (3-[4-(16-bromohexadecylamino)benzoyl]-4-carbethoxythiazolidine). The product is C(=O)(OC)CCCCCCCCCCCCCCCNC1=CC=C(C(=O)N2CSCC2C(=O)O)C=C1 (3-[4-(15-carbomethoxypentadecylamino)benzoyl]-4-carboxythiazolidine). Reaction SMILES: BrC[CH2:3][CH2:4][CH2:5][CH2:6][CH2:7][CH2:8][CH2:9][CH2:10][CH2:11][CH2:12][CH2:13][CH2:14][CH2:15][CH2:16][CH2:17][NH:18][C:19]1[CH:36]=[CH:35][C:22]([C:23]([N:25]2[CH:29]([C:30]([O:32]CC)=[O:31])[CH2:28][S:27][CH2:26]2)=[O:24])=[CH:21][CH:20]=1.[C:37](=[O:40])([OH:39])[O-].[Na+].[CH3:42]C(C)=O>>[C:37]([CH2:3][CH2:4][CH2:5][CH2:6][CH2:7][CH2:8][CH2:9][CH2:10][CH2:11][CH2:12][CH2:13][CH2:14][CH2:15][CH2:16][CH2:17][NH:18][C:19]1[CH:20]=[CH:21][C:22]([C:23]([N:25]2[CH:29]([C:30]([OH:32])=[O:31])[CH2:28][S:27][CH2:26]2)=[O:24])=[CH:35][CH:36]=1)([O:39][CH3:42])=[O:40] |f:1.2.3|. Procedure: One-tenth mole of 4-(15-carbomethoxypentadecylamino)benzoyl chloride hydrochloride in methylene chloride is added to a solution of 0.1 mole of ethyl thiazolidine-4-carboxylate in chloroform containing two equivalents of triethylamine. After 5 hours at 20° C. the solution is filtered and evaporated to a white solid which is recrystallized from acetonitrile to yield 3-[4-(16-bromohexadecylamino)benzoyl]-4-carbethoxythiazolidine. By means of the alkaline hydrolysis method of Example 10, the ethyl e...